describe an organic reaction: reactants, conditions, products, and yield From a dataset of the Open Reaction Database (ORD), a public repository of structured organic reaction records. The reactants are C(C)C1=CNC2=CC(=CC=C12)C(=O)OC (methyl 3-ethylindole-6-carboxylate), C(CC)(=O)Cl (propionyl chloride), ( 5 ). Yields the product C(C)C1=C(NC2=CC(=CC=C12)C(=O)OC)C(CC)=O (Methyl 3-ethyl-2-propionylindole-6-carboxylate). Reaction SMILES: [CH2:1]([C:3]1[C:11]2[C:6](=[CH:7][C:8]([C:12]([O:14][CH3:15])=[O:13])=[CH:9][CH:10]=2)[NH:5][CH:4]=1)[CH3:2].[C:16](Cl)(=[O:19])[CH2:17][CH3:18]>>[CH2:1]([C:3]1[C:11]2[C:6](=[CH:7][C:8]([C:12]([O:14][CH3:15])=[O:13])=[CH:9][CH:10]=2)[NH:5][C:4]=1[C:16](=[O:19])[CH2:17][CH3:18])[CH3:2]. Reported procedure: Methyl 3-ethyl-2-propionylindole-6-carboxylate (65.7 mg) was prepared From methyl 3-ethylindole-6-carboxylate (184 mg) and propionyl chloride (0.17 ml) in a similar manner to that of Preparation 1 (5). The reactants are BrBr (Bromine), NC1=C(C(=O)O)C=CC=C1F (2-amino-3-fluorobenzoic acid). The solvent is C(Cl)(Cl)Cl (Chloroform), C(Cl)(Cl)Cl (chloroform). Conditions: time 12 hour. The product is Br.NC1=C(C(=O)O)C=C(C=C1F)Br (2-amino-5-bromo-3-fluorobenzoic acid HBr). As a reaction SMILES: [Br:1]Br.[NH2:3][C:4]1[C:12]([F:13])=[CH:11][CH:10]=[CH:9][C:5]=1[C:6]([OH:8])=[O:7]>C(Cl)(Cl)Cl>[BrH:1].[NH2:3][C:4]1[C:12]([F:13])=[CH:11][C:10]([Br:1])=[CH:9][C:5]=1[C:6]([OH:8])=[O:7] |f:3.4|. Procedure details: Bromine (3.65 mL, 70.9 mmol) in Chloroform (250 mL) was added dropwise via an addition funnel to a suspension of 2-amino-3-fluorobenzoic acid (10 g, 64.5 mmol) in chloroform (400 mL) at RT. The solution was stirred for 12 hours at which point the resulting slurry was filtered. The solid was washed well with CH2Cl2 and dried under a stream of nitrogen to afford 2-amino-5-bromo-3-fluorobenzoic acid HBr. Starting materials: ClCCl, COCCCN, CS(=O)(=O)c1ccc(C(CC2CCCC2)C(=O)Nc2ccn(Cc3ccc(C(=O)O)cc3)n2)cc1Cl, O=C(Cl)C(=O)Cl, Cc1cccc(C)n1. Product: COCCCNC(=O)c1ccc(Cn2ccc(NC(=O)C(CC3CCCC3)c3ccc(S(C)(=O)=O)c(Cl)c3)n2)cc1. RXN SMILES: [CH2:57]([Cl:58])[Cl:59].[CH3:51][O:52][CH2:53][CH2:54][CH2:55][NH2:56].[Cl:1][c:2]1[cH:3][c:4]([CH:12]([C:13](=[O:14])[NH:15][c:16]2[n:17][n:18]([CH2:21][c:22]3[cH:23][cH:24][c:25]([C:26](=[O:27])[OH:28])[cH:29][cH:30]3)[cH:19][cH:20]2)[CH2:31][CH:32]2[CH2:33][CH2:34][CH2:35][CH2:36]2)[cH:5][cH:6][c:7]1[S:8](=[O:9])(=[O:10])[CH3:11].[Cl:37][C:38]([C:39]([Cl:40])=[O:41])=[O:42].[n:43]1[c:44]([CH3:45])[cH:46][cH:47][cH:48][c:49]1[CH3:50]>>[Cl:1][c:2]1[cH:3][c:4]([CH:12]([C:13](=[O:14])[NH:15][c:16]2[n:17][n:18]([CH2:21][c:22]3[cH:23][cH:24][c:25]([C:26](=[O:28])[NH:56][CH2:55][CH2:54][CH2:53][O:52][CH3:51])[cH:29][cH:30]3)[cH:19][cH:20]2)[CH2:31][CH:32]2[CH2:33][CH2:34][CH2:35][CH2:36]2)[cH:5][cH:6][c:7]1[S:8](=[O:9])(=[O:10])[CH3:11]. Starting materials: C(CCCCCCC\C=C/C\C=C/CCCCC)(=O)Cl (Linoleoyl chloride), acid chloride, one, C1(CC(C(CC1)C(C)(C)O)O)C (3,8-p-menthanediol), N1=CC=CC=C1 (pyridine). Solvent: C(Cl)Cl (methylene chloride), C(Cl)Cl (methylene chloride). Conditions: time 2 hour. Yields the product C(CCCCCCC\C=C/C\C=C/CCCCC)(=O)O.C1(CC(C(CC1)C(C)(C)O)O)C (3,8-p-Menthanediol Linoleate). As a reaction SMILES: [CH:1]1([CH3:12])[CH2:6][CH2:5][CH:4]([C:7]([OH:10])([CH3:9])[CH3:8])[CH:3]([OH:11])[CH2:2]1.N1C=CC=CC=1.[C:19](Cl)(=[O:37])[CH2:20][CH2:21][CH2:22][CH2:23][CH2:24][CH2:25][CH2:26]/[CH:27]=[CH:28]\[CH2:29]/[CH:30]=[CH:31]\[CH2:32][CH2:33][CH2:34][CH2:35][CH3:36]>C(Cl)Cl>[C:19]([OH:37])(=[O:10])[CH2:20][CH2:21][CH2:22][CH2:23][CH2:24][CH2:25][CH2:26]/[CH:27]=[CH:28]\[CH2:29]/[CH:30]=[CH:31]\[CH2:32][CH2:33][CH2:34][CH2:35][CH3:36].[CH:1]1([CH3:12])[CH2:6][CH2:5][CH:4]([C:7]([OH:10])([CH3:9])[CH3:8])[CH:3]([OH:11])[CH2:2]1 |f:4.5|. Procedure: A 250 mL one necked bottomed flask, was charged with 7.0 g (0.040 moles) of 3,8-p-menthanediol, 100 mL of anhydrous methylene chloride and 6.9 g (0.87 moles) of anhydrous pyridine. 25.5 g (0.085 moles) of Linoleoyl chloride was pre-dissolved in 25-30 mL of anhydrous methylene chloride and charged into the additional funnel. The acid chloride solution was then added dropwise to the solution at room temperature under a nitrogen blanket over a period of 30 minutes. Upon completion of the addition, ... The reactants are O=S1(CCN(CC1)C1=CC=C(C=C1)O)=O (4-(1,1-dioxo-thiomorpholin-4-yl)phenol), C(CCCCCCCCC(C)C)OCC1CO1 (isododecylglycidyl ether). The reagents and catalysts are [Br-].C(C)[P+](C1=CC=CC=C1)(C1=CC=CC=C1)C1=CC=CC=C1 (ethyltriphenylphosphonium bromide). The product is O=S1(CCN(CC1)C1=CC=C(OCC(COCCCCCCCCCC(C)C)O)C=C1)=O (1-[4-(1,1-dioxo-thiomorpholin-4-yl)-phenoxy]-3-(isododecyloxy)-propan-2-ol). Yield: 29.8%. RXN SMILES: [O:1]=[S:2]1(=[O:15])[CH2:7][CH2:6][N:5]([C:8]2[CH:13]=[CH:12][C:11]([OH:14])=[CH:10][CH:9]=2)[CH2:4][CH2:3]1.[CH2:16]([O:28][CH2:29][CH:30]1[O:32][CH2:31]1)[CH2:17][CH2:18][CH2:19][CH2:20][CH2:21][CH2:22][CH2:23][CH2:24][CH:25]([CH3:27])[CH3:26]>[Br-].C([P+](C1C=CC=CC=1)(C1C=CC=CC=1)C1C=CC=CC=1)C>[O:15]=[S:2]1(=[O:1])[CH2:3][CH2:4][N:5]([C:8]2[CH:9]=[CH:10][C:11]([O:14][CH2:31][CH:30]([OH:32])[CH2:29][O:28][CH2:16][CH2:17][CH2:18][CH2:19][CH2:20][CH2:21][CH2:22][CH2:23][CH2:24][CH:25]([CH3:27])[CH3:26])=[CH:12][CH:13]=2)[CH2:6][CH2:7]1 |f:2.3|. Procedure: 4-(1,1-dioxo-thiomorpholin-4-yl)phenol (2.3 g, 10 mmol), isododecylglycidyl ether (2.4 g, 10 mmol) and ethyltriphenylphosphonium bromide (0.2 g) are reacted and purified as described for compound 102 to afford a light yellow liquid 1.4 g (30%).